Task: describe an organic reaction: reactants, conditions, products, and yield. Dataset: the Open Reaction Database (ORD), a public repository of structured organic reaction records The product is COC1=NC=C(C(=O)[O-])C=C1.[Na+] (sodium 6-methoxynicotinate). As a reaction SMILES: [CH3:1][O:2][C:3]1[CH:12]=[CH:11][C:6]([C:7]([O:9]C)=[O:8])=[CH:5][N:4]=1.[OH-].[Na+:14]>O1CCOCC1>[CH3:1][O:2][C:3]1[CH:12]=[CH:11][C:6]([C:7]([O-:9])=[O:8])=[CH:5][N:4]=1.[Na+:14] |f:1.2,4.5|. Starting materials: COC1=NC=C(C(=O)OC)C=C1 (methyl 6-methoxynicotinate), [OH-].[Na+] (NaOH). Run in O1CCOCC1 (dioxane). Reaction conditions: time 8 hour. Procedure details: methyl 6-methoxynicotinate (2.097 g, 12.56 mmol) was dissolved in dioxane (30 mL). An aqueous solution of NaOH (1.0N, 25 mL) was added to the solution and the mixture was stirred at room temperature overnight. The solvent was removed under reduced pressure to provide 2.2 g of sodium 6-methoxynicotinate. The reactants are C(C)(=O)O[C@H]1[C@@H]([C@H](O[C@@H]([C@@H]1OC(C)=O)COC(C)=O)OC1=CC=C(C=C1)B1OC(C(O1)(C)C)(C)C)CC(=O)[O-] ([(2R,3S,4S,5R,6R)-4,5-diacetoxy-6-(acetoxymethyl)-2-[4-(4,4,5,5-tetramethyl-1,3,2-dioxaborolan-2-yl)phenoxy]tetrahydropyran-3-yl]acetate), BrC=1C=NC=C(C(=O)OC)C1 (methyl 5-bromonicotinate), C([O-])([O-])=O.[Cs+].[Cs+] (cesium carbonate). The reagents and catalysts are C=1C=CC(=CC1)[P](C=2C=CC=CC2)(C=3C=CC=CC3)[Pd]([P](C=4C=CC=CC4)(C=5C=CC=CC5)C=6C=CC=CC6)([P](C=7C=CC=CC7)(C=8C=CC=CC8)C=9C=CC=CC9)[P](C=1C=CC=CC1)(C=1C=CC=CC1)C=1C=CC=CC1 (tetrakis(triphenylphosphine)palladium). Solvent: O1CCOCC1.O (dioxane water). Reaction conditions: temperature 80 celsius, time 1 hour. Product: O[C@@H]1[C@H](O[C@@H]([C@H]([C@@H]1O)O)CO)OC1=CC=C(C=C1)C=1C=C(C=NC1)C(=O)OC (Methyl 5-[4-[(2R,3S,4S,5S,6R)-3,4,5-trihydroxy-6-(hydroxymethyl)tetrahydropyran-2-yl]oxyphenyl]pyridine-3-carboxylate). Isolated yield 39.6%. Reaction SMILES: C([O:4][C@@H:5]1[C@@H:10]([O:11]C(=O)C)[C@@H:9]([CH2:15][O:16]C(=O)C)[O:8][C@H:7]([O:20][C:21]2[CH:26]=[CH:25][C:24](B3OC(C)(C)C(C)(C)O3)=[CH:23][CH:22]=2)[C@H:6]1CC([O-])=O)(=O)C.Br[C:41]1[CH:42]=[N:43][CH:44]=[C:45]([CH:50]=1)[C:46]([O:48][CH3:49])=[O:47].C(=O)([O-])[O-:52].[Cs+].[Cs+]>O1CCOCC1.O.C1C=CC([P]([Pd]([P](C2C=CC=CC=2)(C2C=CC=CC=2)C2C=CC=CC=2)([P](C2C=CC=CC=2)(C2C=CC=CC=2)C2C=CC=CC=2)[P](C2C=CC=CC=2)(C2C=CC=CC=2)C2C=CC=CC=2)(C2C=CC=CC=2)C2C=CC=CC=2)=CC=1>[OH:52][C@H:6]1[C@@H:5]([OH:4])[C@H:10]([OH:11])[C@@H:9]([CH2:15][OH:16])[O:8][C@@H:7]1[O:20][C:21]1[CH:22]=[CH:23][C:24]([C:41]2[CH:50]=[C:45]([C:46]([O:48][CH3:49])=[O:47])[CH:44]=[N:43][CH:42]=2)=[CH:25][CH:26]=1 |f:2.3.4,5.6,^1:67,69,88,107|. Procedure: Under nitrogen atmosphere, the mixture of [(2R,3S,4S,5R,6R)-4,5-diacetoxy-6-(acetoxymethyl)-2-[4-(4,4,5,5-tetramethyl-1,3,2-dioxaborolan-2-yl)phenoxy]tetrahydropyran-3-yl]acetate (0.132 g, 0.24 mmol), methyl 5-bromonicotinate (0.043 g, 0.2 mmol), cesium carbonate (0.196 g, 0.6 mmol) and tetrakis(triphenylphosphine)palladium (0.023 g, 0.02 mmol) in dioxane/water (5 mL/1 mL) was heated at 80° C. with stirring for 1 h. After cooling down, the mixture was filtered through silica gel column to remove... Starting materials: C1(=CC=CC=C1)NC(C1=CC=NC=C1)=O (N-phenylisonicotinamide), [Li]CCCC (nBuLi), BrCCBr (1,2-dibromoethane), [Li]CCCC (nBuLi), solution, CO (Methanol). Solvent: C1CCOC1 (THF), C1CCOC1 (THF), Hexanes. Run at temperature -69 celsius, time 8 hour. The product is C1(=CC=CC=C1)NC(C1=C(C=NC=C1)Br)=O (N-Phenyl-3-bromoisonicotinamide). As a reaction SMILES: [C:1]1([NH:7][C:8](=[O:15])[C:9]2[CH:14]=[CH:13][N:12]=[CH:11][CH:10]=2)[CH:6]=[CH:5][CH:4]=[CH:3][CH:2]=1.[Li]CCCC.[Br:21]CCBr.CO>C1COCC1>[C:1]1([NH:7][C:8](=[O:15])[C:9]2[CH:14]=[CH:13][N:12]=[CH:11][C:10]=2[Br:21])[CH:6]=[CH:5][CH:4]=[CH:3][CH:2]=1. Procedure details: As described in Synthetic Communications 1997, 27, 1075-1086, a 4-necked RBF equipped with an overhead stirrer and a J-Kem internal temperature probe was placed N-phenylisonicotinamide (35.7 g, 0.18 mol) and anhydrous THF (700 ml). All material appeared to go into solution. This mixture was cooled to −69° C. in a dry ice/IPA bath. To this was slowly added nBuLi (158 ml of a 2.5 M solution in Hexanes) in three portions. While adding the first equivalent of nBuLi, an exotherm was observed raising ... The yield is 85.0%. Reaction SMILES: [NH2:1][C:2]1[O:6][N:5]=[C:4]([C:7]([F:10])([F:9])[F:8])[C:3]=1[C:11]([O:13][CH3:14])=[O:12].[C:15]1([S:21](Cl)(=[O:23])=[O:22])[CH:20]=[CH:19][CH:18]=[CH:17][CH:16]=1>>[CH3:14][O:13][C:11]([C:3]1[C:4]([C:7]([F:10])([F:9])[F:8])=[N:5][O:6][C:2]=1[NH:1][S:21]([C:15]1[CH:20]=[CH:19][CH:18]=[CH:17][CH:16]=1)(=[O:23])=[O:22])=[O:12]. Procedure details: N-(4-Methoxycarbonyl-3-trifluoromethyl-5-isoxazolyl)benzenesulfonamide was prepared as described in Example 25 from 5-amino-4-methoxycarbonyl-3-trifluoromethylisoxazole and benzenesulfonyl chloride in 85% yield. The crude product was purified by recrystallization from methanol/water to give a solid, m.p. 100°-101° C. Reactants: NC1=C(C(=NO1)C(F)(F)F)C(=O)OC (5-amino-4-methoxycarbonyl-3-trifluoromethylisoxazole), C1(=CC=CC=C1)S(=O)(=O)Cl (benzenesulfonyl chloride). The product is COC(=O)C=1C(=NOC1NS(=O)(=O)C1=CC=CC=C1)C(F)(F)F (N-(4-Methoxycarbonyl-3-trifluoromethyl-5-isoxazolyl)benzenesulfonamide). The reactants are BrC=1C=C(C=CC1)CC(C#N)C (3-(3-bromophenyl)-2-methylpropionitrile), C(=O)[O-].[Na+] (sodium formate). The reagents and catalysts are C=1C=CC(=CC1)[P](C=2C=CC=CC2)(C=3C=CC=CC3)[Pd]([P](C=4C=CC=CC4)(C=5C=CC=CC5)C=6C=CC=CC6)([P](C=7C=CC=CC7)(C=8C=CC=CC8)C=9C=CC=CC9)[P](C=1C=CC=CC1)(C=1C=CC=CC1)C=1C=CC=CC1 (tetrakis(triphenylphosphine)Palladium). Reaction conditions: time 30 minute. Yields the product C(=O)C=1C=C(C=CC1)CC(C#N)C (3-(3-formylphenyl)-2-methylpropanenitrile). As a reaction SMILES: Br[C:2]1[CH:3]=[C:4]([CH2:8][CH:9]([CH3:12])[C:10]#[N:11])[CH:5]=[CH:6][CH:7]=1.[CH:13]([O-])=[O:14].[Na+]>C1C=CC([P]([Pd]([P](C2C=CC=CC=2)(C2C=CC=CC=2)C2C=CC=CC=2)([P](C2C=CC=CC=2)(C2C=CC=CC=2)C2C=CC=CC=2)[P](C2C=CC=CC=2)(C2C=CC=CC=2)C2C=CC=CC=2)(C2C=CC=CC=2)C2C=CC=CC=2)=CC=1>[CH:13]([C:2]1[CH:3]=[C:4]([CH2:8][CH:9]([CH3:12])[C:10]#[N:11])[CH:5]=[CH:6][CH:7]=1)=[O:14] |f:1.2,^1:20,22,41,60|. Reported procedure: A 3-neck flask equipped with a condenser and 2 septa was flushed with N2, then the flask was charged with 0.6 g (2.7 mmol) 3-(3-bromophenyl)-2-methylpropionitrile (9-2), 0.275 g (4 mmol) sodium formate, 0.155 g (0.13 mmol) tetrakis(triphenylphosphine)Palladium and flushed with CO from a balloon for 5 min. The solids were suspended in 10 mL DMF and CO continued to bubble into the liquid. The flask was heated in an oil bath at 100′ for 20 min then 110′ while stirring. The color changed from yellow... Reactants: C1(CCCC1)CNC(=O)C1=CC=C2C(=CN(C2=C1)CC1=C(C=C(C(=O)NS(=O)(=O)C2=CC=CC=C2)C=C1)OC)CCC(=O)N1CCOCC1 (N-[4-[6-(N-Cyclopentylmethylcarbamoyl)-3-[2-(morpholinocarbonyl)ethyl]indol-1-ylmethyl]-3-methyoxybenzoyl]benzenesulfonamide), Cl (hydrochloric acid), BrCC1=C(C=C(C(=O)OC(C)(C)C)C=C1)OC (t-butyl 4-bromomethyl-3-methoxybenzoate). The reagents and catalysts are CN(C1=CC=NC=C1)C (4-(dimethylamino)pyridine). The solvent is O (water), N1CCOCC1 (morpholine). Yields the product C1(CCCC1)CNC(=O)C1=CC=C2C(=CN(C2=C1)CC1=C(C=C(C(=O)O)C=C1)OC)CCC(=O)N1CCOCC1 (4-[6-(N-cyclopentylmethylcarbamoyl)-3-[2-(morpholinocarbonyl)ethyl]indol-1-ylmethyl]-3-methoxybenzoic acid). Yield: 41.0%. As a reaction SMILES: [CH:1]1([CH2:6][NH:7][C:8]([C:10]2[CH:18]=[C:17]3[C:13]([C:14]([CH2:40][CH2:41][C:42]([N:44]4[CH2:49][CH2:48][O:47][CH2:46][CH2:45]4)=[O:43])=[CH:15][N:16]3[CH2:19][C:20]3[CH:37]=[CH:36][C:23]([C:24](NS(C4C=CC=CC=4)(=O)=O)=[O:25])=[CH:22][C:21]=3[O:38][CH3:39])=[CH:12][CH:11]=2)=[O:9])[CH2:5][CH2:4][CH2:3][CH2:2]1.BrCC1C=CC(C(OC(C)(C)C)=[O:57])=CC=1OC.Cl>CN(C)C1C=CN=CC=1.N1CCOCC1.O>[CH:1]1([CH2:6][NH:7][C:8]([C:10]2[CH:18]=[C:17]3[C:13]([C:14]([CH2:40][CH2:41][C:42]([N:44]4[CH2:45][CH2:46][O:47][CH2:48][CH2:49]4)=[O:43])=[CH:15][N:16]3[CH2:19][C:20]3[CH:37]=[CH:36][C:23]([C:24]([OH:25])=[O:57])=[CH:22][C:21]=3[O:38][CH3:39])=[CH:12][CH:11]=2)=[O:9])[CH2:5][CH2:4][CH2:3][CH2:2]1. Procedure details: The starting indole was obtained as follows: A solution of 4-[6-(N-cyclopentylmethylcarbamoyl)-3-(2-methoxycarbonylethyl)indol-1-ylmethyl)]-3-methoxybenzoic acid (0.68g)(prepared as described in Example 1, parts (a) through (i)) and 4-(dimethylamino)pyridine (0.17 g) in morpholine (4 ml) was heated at 80° for 48 hours under a nitrogen atmosphere. The reaction was diluted with water and acidified with 10% (v/v) hydrochloric acid. The resultant precipitate was collected by filtration and washed wi... The reactants are O=Cc1occc1Br, O=C([O-])[O-], COCCOC, [K+], [K+], O=C(C=Cc1ccccc1)C=Cc1ccccc1, O=C(C=Cc1ccccc1)C=Cc1ccccc1, O=C(C=Cc1ccccc1)C=Cc1ccccc1, OB(O)c1ccccc1, [Pd], [Pd], c1ccc(P(c2ccccc2)c2ccccc2)cc1. The product is O=Cc1occc1-c1ccccc1. As a reaction SMILES: [Br:1][c:2]1[c:3]([CH:7]=[O:8])[o:4][cH:5][cH:6]1.[C:18](=[O:19])([O-:20])[O-:21].[CH3:43][O:44][CH2:45][CH2:46][O:47][CH3:48].[K+:22].[K+:23].[O:51]=[C:52]([CH:53]=[CH:54][c:55]1[cH:56][cH:57][cH:58][cH:59][cH:60]1)[CH:61]=[CH:62][c:63]1[cH:64][cH:65][cH:66][cH:67][cH:68]1.[O:69]=[C:70]([CH:71]=[CH:72][c:73]1[cH:74][cH:75][cH:76][cH:77][cH:78]1)[CH:79]=[CH:80][c:81]1[cH:82][cH:83][cH:84][cH:85][cH:86]1.[O:87]=[C:88]([CH:89]=[CH:90][c:91]1[cH:92][cH:93][cH:94][cH:95][cH:96]1)[CH:97]=[CH:98][c:99]1[cH:100][cH:101][cH:102][cH:103][cH:104]1.[OH:9][B:10]([OH:11])[c:12]1[cH:13][cH:14][cH:15][cH:16][cH:17]1.[Pd:49].[Pd:50].[c:24]1([P:25]([c:26]2[cH:27][cH:28][cH:29][cH:30][cH:31]2)[c:32]2[cH:33][cH:34][cH:35][cH:36][cH:37]2)[cH:38][cH:39][cH:40][cH:41][cH:42]1>>[c:2]1(-[c:12]2[cH:13][cH:14][cH:15][cH:16][cH:17]2)[c:3]([CH:7]=[O:8])[o:4][cH:5][cH:6]1.